From a dataset of the Open Reaction Database (ORD), a public repository of structured organic reaction records. describe an organic reaction: reactants, conditions, products, and yield Reactants: polystyrene, N(=NC(C#N)(C)C)C(C#N)(C)C (2,2′-azobis(isobutyronitrile)), C(C=C)(=O)OCCCC (n-butyl acrylate), CN(C=O)C (N,N-dimethylformamide), CCCCCC (hexane). Solvent: C(Cl)(Cl)Cl (chloroform). Reaction conditions: temperature 60 celsius, time 4 hour. The product is C=CC1=CC=CC=C1.C(C=C)(=O)OC(C)CC (styrene b-n-butyl acrylate). The yield is 94.0%. RXN SMILES: N(C(C)(C)C#N)=N[C:3](C)(C)[C:4]#N.[C:13]([O:17][CH2:18][CH2:19][CH2:20]C)(=[O:16])[CH:14]=[CH2:15].[CH3:22]N(C)C=O.[CH3:27][CH2:28][CH2:29][CH2:30][CH2:31][CH3:32]>C(Cl)(Cl)Cl>[CH2:27]=[CH:28][C:29]1[CH:4]=[CH:3][CH:32]=[CH:31][CH:30]=1.[C:13]([O:17][CH:18]([CH2:19][CH3:20])[CH3:22])(=[O:16])[CH:14]=[CH2:15] |f:5.6|. Procedure details: Along with 264 mg (0.049 mmol) of polystyrene macroinitiator prepared in Example 77, 0.9 mg (0.005 mmol) of 2,2′-azobis(isobutyronitrile), 0.62 g (4.9 mmole) of n-butyl acrylate (same as above) and 1 ml of N,N-dimethylformamide (DMF) were placed into a glove box with the inside air replaced by nitrogen, followed by stirring at 60° C. for 4 hours. After the completion of the reaction, the reaction mixture was dissolved in 5 ml of chloroform, and the solution was then poured into 300 ml of hexane ... Starting materials: CCOC(=O)c1noc(C(CCCC2CCCCC2)CC(=O)OC(C)(C)C)n1, CCO, c1cc(C2CCNCC2)ccn1. Yields the product CC(C)(C)OC(=O)CC(CCCC1CCCCC1)c1nc(C(=O)N2CCC(c3ccncc3)CC2)no1. RXN SMILES: [C:1]([CH3:2])([CH3:3])([CH3:4])[O:5][C:6]([CH2:7][CH:8]([CH2:9][CH2:10][CH2:11][CH:12]1[CH2:13][CH2:14][CH2:15][CH2:16][CH2:17]1)[c:18]1[n:19][c:20]([C:23](=[O:24])[O:25][CH2:26][CH3:27])[n:21][o:22]1)=[O:28].[CH3:41][CH2:42][OH:43].[n:29]1[cH:30][cH:31][c:32]([CH:35]2[CH2:36][CH2:37][NH:38][CH2:39][CH2:40]2)[cH:33][cH:34]1>>[C:1]([CH3:2])([CH3:3])([CH3:4])[O:5][C:6]([CH2:7][CH:8]([CH2:9][CH2:10][CH2:11][CH:12]1[CH2:13][CH2:14][CH2:15][CH2:16][CH2:17]1)[c:18]1[n:19][c:20]([C:23](=[O:24])[N:38]2[CH2:37][CH2:36][CH:35]([c:32]3[cH:31][cH:30][n:29][cH:34][cH:33]3)[CH2:40][CH2:39]2)[n:21][o:22]1)=[O:28]. Reactants: C(#N)C1=C(C=C(C(=C1OC1CCCC1)OC)OC)[N+](=O)[O-] (2-cyano-3-cyclopentyloxy-4,5-dimethoxynitrobenzene), N (ammonia), solid, ClCCl (dichloromethane). Solvent: CO (methanol). The product is C(#N)C1=C(N)C=C(C(=C1OC1CCCC1)OC)OC (2-Cyano-3-cyclopentyloxy-4,5-dimethoxyaniline). RXN SMILES: [C:1]([C:3]1[C:8]([O:9][CH:10]2[CH2:14][CH2:13][CH2:12][CH2:11]2)=[C:7]([O:15][CH3:16])[C:6]([O:17][CH3:18])=[CH:5][C:4]=1[N+:19]([O-])=O)#[N:2].ClCCl.N>CO>[C:1]([C:3]1[C:8]([O:9][CH:10]2[CH2:14][CH2:13][CH2:12][CH2:11]2)=[C:7]([O:15][CH3:16])[C:6]([O:17][CH3:18])=[CH:5][C:4]=1[NH2:19])#[N:2]. Reported procedure: The subtitle compound was prepared from 2-cyano-3-cyclopentyloxy-4,5-dimethoxynitrobenzene following the procedure described in Example 10(f) and was obtained as a cream coloured solid (66%). Rf 0.79 (dichloromethane:methanol:0.880 aqueous ammonia, 92:7:1, v/v). 1H-NMR (CDCl3): δ=1.57 (2H, m), 1.70 (2H, m), 1.90 (4H, m), 3.68 (3H, s), 3.82 (3H, s), 5.10 (1H, m), 5.98 (1H, s). Reactants: BrC=1C=NNC1 (4-bromo-1H-pyrazole), C(=O)([O-])[O-].[K+].[K+] (K2CO3), Cl.ClCCN(C)C (2-chloro-N,N-dimethylethanamine HCl). Run in CN(C)C=O (DMF). Conditions: time 12 hour. Product: BrC=1C=NN(C1)CCN(C)C (2-(4-Bromo-1H-pyrazol-1-yl)-N,N-dimethylethanamine). Yield: 86.0%. As a reaction SMILES: [Br:1][C:2]1[CH:3]=[N:4][NH:5][CH:6]=1.C([O-])([O-])=O.[K+].[K+].Cl.Cl[CH2:15][CH2:16][N:17]([CH3:19])[CH3:18]>CN(C=O)C>[Br:1][C:2]1[CH:3]=[N:4][N:5]([CH2:15][CH2:16][N:17]([CH3:19])[CH3:18])[CH:6]=1 |f:1.2.3,4.5|. Reported procedure: To a solution of 4-bromo-1H-pyrazole (5 g, 34 mmol) in DMF were added K2CO3 (11.75 g, 85.03 mmol, 2.5 eq.) and 2-chloro-N,N-dimethylethanamine HCl (7.35 g, 51 mmol, 1.5 eq) and the mixture was stirred at RT for 12 h. The mixture was quenched with water and extracted with DCM (3×150 ml). The combined organic layer was washed with water, brine and dried over sodium sulphate. The solvent was distilled off to afford the crude residue which was purified by column chromatography (60-120 silica gel, 1%... Starting materials: C(C1=CC=CC=C1)OC(=O)C1(CC2CCC(C1)O2)N=C(C2=CC=CC=C2)C2=CC=CC=C2 (3-(benzhydrylideneamino)-8-oxabicyclo[3.2.1]octane-3-carboxylic acid benzyl ester), Cl (hydrochloric acid). The solvent is C(C)OCC (diethyl ether). Conditions: time 8 hour. The product is Cl.C(C1=CC=CC=C1)OC(=O)C1(CC2CCC(C1)O2)N (3-Amino-8oxabicyclo[3.2.1]octane-3-carboxylic acid benzyl ester hydrochloride). Reaction SMILES: [CH2:1]([O:8][C:9]([C:11]1([N:19]=C(C2C=CC=CC=2)C2C=CC=CC=2)[CH2:17][CH:16]2[O:18][CH:13]([CH2:14][CH2:15]2)[CH2:12]1)=[O:10])[C:2]1[CH:7]=[CH:6][CH:5]=[CH:4][CH:3]=1.[ClH:33]>C(OCC)C>[ClH:33].[CH2:1]([O:8][C:9]([C:11]1([NH2:19])[CH2:17][CH:16]2[O:18][CH:13]([CH2:14][CH2:15]2)[CH2:12]1)=[O:10])[C:2]1[CH:7]=[CH:6][CH:5]=[CH:4][CH:3]=1 |f:3.4|. Procedure details: A two-phase mixture of 3-(benzhydrylideneamino)-8-oxabicyclo[3.2.1]octane-3-carboxylic acid benzyl ester (3.9 mmole) in aqueous 1N hydrochloric acid solution (100 mL.) and diethyl ether (100 mL) is stirred at room temperature overnight. The aqueous layer ifs concentrated to provide the title compound. RXN SMILES: [CH3:1][C:2]1[CH:9]=[CH:8][C:5]([CH:6]=O)=[CH:4][C:3]=1[N+:10]([O-:12])=[O:11].[NH2:13][C:14]1[CH:29]=[CH:28][CH:27]=[CH:26][C:15]=1[C:16]([NH:18][C:19]1[CH:24]=[CH:23][C:22]([Cl:25])=[CH:21][CH:20]=1)=[O:17]>CCO>[Cl:25][C:22]1[CH:23]=[CH:24][C:19]([N:18]2[C:16](=[O:17])[C:15]3[C:14](=[CH:29][CH:28]=[CH:27][CH:26]=3)[N:13]=[C:6]2[C:5]2[CH:8]=[CH:9][C:2]([CH3:1])=[C:3]([N+:10]([O-:12])=[O:11])[CH:4]=2)=[CH:20][CH:21]=1. The product is ClC1=CC=C(C=C1)N1C(=NC2=CC=CC=C2C1=O)C1=CC(=C(C=C1)C)[N+](=O)[O-] (3-(4-chlorophenyl)-2-(4-methyl-3-nitrophenyl)quinazolin-4(3H)-one). Reported procedure: 4-methyl-3-nitrobenzaldehyde (0.270 g, 1.60 mmol) and anhydrous CuCl2 (0.435 g, 3.20 mmol) were added to a solution of 2-amino-N-(4-chlorophenyl)benzamide (0.400 g, 1.60 mmol) in anhydrous EtOH (10 mL). After heating at reflux temperature for 3 hours, the reaction mixture was concentrated in vacuo. The residue was dissolved in EtOAc, washed with H2O, then brine, dried (Na2SO4), filtered, and concentrated in vacuo. Purification by flash chromatography on silica gel, eluting with 5% to 60% EtOAc i... Isolated yield 63.8%. The reactants are CC1=C(C=C(C=O)C=C1)[N+](=O)[O-] (4-methyl-3-nitrobenzaldehyde), CuCl2, NC1=C(C(=O)NC2=CC=C(C=C2)Cl)C=CC=C1 (2-amino-N-(4-chlorophenyl)benzamide). Run in CCO (EtOH).